The task is: describe an organic reaction: reactants, conditions, products, and yield. This data is from the Open Reaction Database (ORD), a public repository of structured organic reaction records. Reactants: Cl.COC1=CC=CC=2N(C=NC21)C2=CC=CC=C2 (4-methoxy-1-phenylbenzimidazole hydrochloride), Br (HBr). Run in C(C)(=O)O (acetic acid). The product is Cl.OC1=CC=CC=2N(C=NC21)C2=CC=CC=C2 (4-Hydroxy-1-phenylbenzimidazole hydrochloride). The yield is 77.0%. As a reaction SMILES: [ClH:1].C[O:3][C:4]1[C:12]2[N:11]=[CH:10][N:9]([C:13]3[CH:18]=[CH:17][CH:16]=[CH:15][CH:14]=3)[C:8]=2[CH:7]=[CH:6][CH:5]=1.Br>C(O)(=O)C>[ClH:1].[OH:3][C:4]1[C:12]2[N:11]=[CH:10][N:9]([C:13]3[CH:14]=[CH:15][CH:16]=[CH:17][CH:18]=3)[C:8]=2[CH:7]=[CH:6][CH:5]=1 |f:0.1,4.5|. Reported procedure: Demethylation of 4-methoxy-1-phenylbenzimidazole hydrochloride with HBr in glacial acetic acid as described for synthesis of Example 2 gave Example 11 as the HCl salt, (77%): mp (MeOH/Et2O) 238-240° C. 1H NMR (D2O):δ9.41 (s, 1 H, H-2), 7.74-7.67 (m, 5 H, Ph), 7.47 (dd, J=8.3, 8.2 Hz, 1 H, H-6), 7.22 (d, J=8.3 Hz, 1 H, H-7), 7.08 (dd, J=8.2 Hz, 1 H, H-5); 13C NMR:δ147.45 (s), 141.70 (d), 136.00 (s), 135.85 (s), 133.32 (d), 133.10 (d), 131.01 (d), 127.47 (d), 123.81 (s), 114.17 (d), 106.90 (d). Reactants: FC(C=1C=C(C=C(C1)C(F)(F)F)S(=O)(=O)Cl)(F)F (3,5-Bis(trifluoromethyl)benzenesulfonyl chloride), C(C)(C)C1=C(N)C(=CC(=C1)C(C)C)C(C)C (2,4,6-triisopropylaniline). The solvent is N1=CC=CC=C1 (pyridine). Reaction conditions: time 1 day. Yields the product FC(C=1C=C(C=C(C1)C(F)(F)F)S(=O)(=O)NC1=C(C=C(C=C1C(C)C)C(C)C)C(C)C)(F)F (3,5-Bis(trifluoromethyl)-N-(2,4,6-triisopropylphenyl)benzenesulfonamide). Isolated yield 73.4%. As a reaction SMILES: [F:1][C:2]([F:18])([F:17])[C:3]1[CH:4]=[C:5]([S:13](Cl)(=[O:15])=[O:14])[CH:6]=[C:7]([C:9]([F:12])([F:11])[F:10])[CH:8]=1.[CH:19]([C:22]1[CH:28]=[C:27]([CH:29]([CH3:31])[CH3:30])[CH:26]=[C:25]([CH:32]([CH3:34])[CH3:33])[C:23]=1[NH2:24])([CH3:21])[CH3:20]>N1C=CC=CC=1>[F:1][C:2]([F:18])([F:17])[C:3]1[CH:4]=[C:5]([S:13]([NH:24][C:23]2[C:25]([CH:32]([CH3:33])[CH3:34])=[CH:26][C:27]([CH:29]([CH3:31])[CH3:30])=[CH:28][C:22]=2[CH:19]([CH3:21])[CH3:20])(=[O:15])=[O:14])[CH:6]=[C:7]([C:9]([F:12])([F:11])[F:10])[CH:8]=1. Reported procedure: 3,5-Bis(trifluoromethyl)benzenesulfonyl chloride (0.037 g, 0.12 mmol) was added to a solution of 2,4,6-triisopropylaniline (0.025 g, 0.11 mmol) in dry pyridine (1 mL). After stirring at room temperature for 1 day, the reaction was concentrated under vacuum. To this was added ethyl acetate (30 mL), and the mixture was washed with 0.1 N HCl (2×20 mL) followed by saturated NaHCO3 (2×20 mL) then saturated NaCl (2×20 mL). After drying the organic layer over MgSO4, the mixture was concentrated under v...